This data is from the Open Reaction Database (ORD), a public repository of structured organic reaction records. The task is: describe an organic reaction: reactants, conditions, products, and yield Reactants: CN1C(CN(CC1)C)CO (1,4-dimethyl-2-hydroxymethyl piperazine), CN1CCOCC1 (NMM), 4-nitrophenylchloroformate, CCN(C(C)C)C(C)C (DIPEA), C(C1=CC=CC=C1)N1CCNCC1 (1-benzyl piperazine). The solvent is C(Cl)Cl (DCM). Conditions: temperature 0 celsius, time 4 hour. Yields the product C(C1=CC=CC=C1)N1CCN(CC1)C(=O)OCC1N(CCN(C1)C)C ((1,4-dimethylpiperazin-2-yl)methyl 4-benzylpiperazine-1-carboxylate). Yield: 26.6%. Reaction SMILES: [CH3:1][N:2]1[CH2:7][CH2:6][N:5]([CH3:8])[CH2:4][CH:3]1[CH2:9][OH:10].CN1CC[O:15][CH2:14]C1.C1C([N+]([O-])=O)=CC=C([Cl-]C([O-])=O)C=1.CCN(C(C)C)C(C)C.[CH2:40]([N:47]1[CH2:52][CH2:51][NH:50][CH2:49][CH2:48]1)[C:41]1[CH:46]=[CH:45][CH:44]=[CH:43][CH:42]=1>C(Cl)Cl>[CH2:40]([N:47]1[CH2:52][CH2:51][N:50]([C:14]([O:10][CH2:9][CH:3]2[CH2:4][N:5]([CH3:8])[CH2:6][CH2:7][N:2]2[CH3:1])=[O:15])[CH2:49][CH2:48]1)[C:41]1[CH:42]=[CH:43][CH:44]=[CH:45][CH:46]=1. Procedure details: 1,4-dimethyl-2-hydroxymethyl piperazine (1.00 g, 6.94 mmol) was dissolved in DCM (50 mL) at room temperature and NMM (0.74 g, 7.29 mmol) was added. The reaction mixture was cooled to 0° C. and 4-nitrophenylchloroformate (1.4 g, 6.94 mmol) was added. The reaction mixture was stirred at room temperature for 4 h and then divided into two equal volumes. To one portion was added DIPEA (1.35 g, 10.4 mmol), 1-benzyl piperazine (0.61 g, 3.47 mmol) and the reaction mixture was stirred for 4 h. The solven... Reagents/catalysts: CC(=O)[O-].CC(=O)[O-].[Pd+2] (Pd(OAc)2). Run in C(C)(C)(C)O (tert-butyl alcohol). Product: C(C1=CC=CC=C1)OC(=O)NC=1C(=NC2=CC(=CC=C2C1)N1CC(N(CC1)C)=O)C(=O)O (3-{[(Benzyloxy)carbonyl]amino}-7-(4-methyl-3-oxopiperazin-1-yl)quinoline-2-carboxylic acid). Yield: 9.5%. Procedure details: A mixture of ethyl 3-{[(benzyloxy)carbonyl]amino}-7-bromoquinoline-2-carboxylate (250 mg, 0.58 mmol), 1-methylpiperazin-2-one (130 mg, 1.2 mmol), Pd(OAc)2 (20 mg), dicyclohexyl(2′,6′-diisopropoxybiphenyl-2-yl)phosphine (41 mg, 0.087 mmol), and K3PO4 (490 mg, 2.3 mmol) in tert-butyl alcohol (8 mL) was purged with nitrogen then heated at 100° C. in a sealed vial for 3 h. The mixture was then allowed to cool and EtOAc and water were added. The resulting layers were separated and organic layer was c... The reactants are C(C1=CC=CC=C1)OC(=O)NC=1C(=NC2=CC(=CC=C2C1)Br)C(=O)OCC (ethyl 3-{[(benzyloxy)carbonyl]amino}-7-bromoquinoline-2-carboxylate), CN1C(CNCC1)=O (1-methylpiperazin-2-one), C1(CCCCC1)P(C1=C(C=CC=C1)C1=C(C=CC=C1OC(C)C)OC(C)C)C1CCCCC1 (dicyclohexyl(2′,6′-diisopropoxybiphenyl-2-yl)phosphine), [O-]P(=O)([O-])[O-].[K+].[K+].[K+] (K3PO4). Run at temperature 100 celsius, time 0.5 hour. As a reaction SMILES: [CH2:1]([O:8][C:9]([NH:11][C:12]1[C:13]([C:23]([O:25]CC)=[O:24])=[N:14][C:15]2[C:20]([CH:21]=1)=[CH:19][CH:18]=[C:17](Br)[CH:16]=2)=[O:10])[C:2]1[CH:7]=[CH:6][CH:5]=[CH:4][CH:3]=1.[CH3:28][N:29]1[CH2:34][CH2:33][NH:32][CH2:31][C:30]1=[O:35].C1(P(C2CCCCC2)C2C=CC=CC=2C2C(OC(C)C)=CC=CC=2OC(C)C)CCCCC1.[O-]P([O-])([O-])=O.[K+].[K+].[K+]>C(O)(C)(C)C.CC([O-])=O.CC([O-])=O.[Pd+2]>[CH2:1]([O:8][C:9]([NH:11][C:12]1[C:13]([C:23]([OH:25])=[O:24])=[N:14][C:15]2[C:20]([CH:21]=1)=[CH:19][CH:18]=[C:17]([N:32]1[CH2:33][CH2:34][N:29]([CH3:28])[C:30](=[O:35])[CH2:31]1)[CH:16]=2)=[O:10])[C:2]1[CH:7]=[CH:6][CH:5]=[CH:4][CH:3]=1 |f:3.4.5.6,8.9.10|. The reactants are C1(CCC1)C1=NC=2N(/C(/NC(C2N1)=O)=N/N)CCCCC ((2E)-8-cyclobutyl-3-pentyl-3,7-dihydro-1H-purine-2,6-dione 2-hydrazone), C(C)(OCC)(OCC)OCC (triethyl orthoacetate). Run at temperature 100 celsius, time 8 hour. The product is C1(CCC1)C1=NC=2N(C=3N(C(C2N1)=O)C(=NN3)C)CCCCC (7-cyclobutyl-3-methyl-9-pentyl-6,9-dihydro-5H-[1,2,4]triazolo[4,3-a]purin-5-one). Yield: 10.6%. Reaction SMILES: [CH:1]1([C:5]2[NH:13][C:12]3[C:11](=[O:14])[NH:10]/[C:9](=[N:15]\[NH2:16])/[N:8]([CH2:17][CH2:18][CH2:19][CH2:20][CH3:21])[C:7]=3[N:6]=2)[CH2:4][CH2:3][CH2:2]1.[C:22](OCC)(OCC)(OCC)[CH3:23]>>[CH:1]1([C:5]2[NH:13][C:12]3[C:11](=[O:14])[N:10]4[C:22]([CH3:23])=[N:16][N:15]=[C:9]4[N:8]([CH2:17][CH2:18][CH2:19][CH2:20][CH3:21])[C:7]=3[N:6]=2)[CH2:2][CH2:3][CH2:4]1. Procedure: (2E)-8-cyclobutyl-3-pentyl-3,7-dihydro-1H-purine-2,6-dione 2-hydrazone (100 mg, 0.0003 mol) was mixed with triethyl orthoacetate (10 mL, 0.05 mol) and then stirred at 100° C. overnight. After cooling to room temperature, the mixture was concentrated and purified by preparative LCMS to yield the desired product (10 mg, 9.2%). 1HNMR (300 MHz, CD3OD): δ 4.35 (m, 2H), 3.72 (m, 1H), 2.84 (s, 3H), 2.44 (m, 4H), 2.05 (m, 2H), 1.90 (m, 2H), 1.40 (m, 4H), 0.92 (m, 3H). LCMS calculated for C16H23N6O (M+H)...